Dataset: the Open Reaction Database (ORD), a public repository of structured organic reaction records. Task: describe an organic reaction: reactants, conditions, products, and yield Starting materials: C(C)[Mg]Br (ethylmagnesium bromide), CoF2.4H2O, [Cl-].C(C)(C)C1=C(C(=CC=C1)C(C)C)[NH+]1CN(CC1)C1=C(C=CC=C1C(C)C)C(C)C (1,3-bis(2,6-diisopropylphenyl)imidazolinium chloride), ClC1=CC(=C(C=C1)F)F (4-chloro-1,2-difluorobenzene), COC1=CC=C(C=C1)[Mg]Br (p-methoxyphenylmagnesium bromide), [Cl-].[NH4+] (ammonium chloride). The solvent is C1CCOC1 (THF), C1CCOC1 (THF). Conditions: time 4 hour. Product: FC=1C=C(C=CC1F)C1=CC=C(C=C1)OC (3,4-difluoro-4′-methoxybiphenyl). Yield: 97.0%. Reaction SMILES: C([Mg]Br)C.[Cl-].C(C1C=CC=C(C(C)C)C=1[NH+]1CCN(C2C(C(C)C)=CC=CC=2C(C)C)C1)(C)C.Cl[C:36]1[CH:41]=[CH:40][C:39]([F:42])=[C:38]([F:43])[CH:37]=1.[CH3:44][O:45][C:46]1[CH:51]=[CH:50][C:49]([Mg]Br)=[CH:48][CH:47]=1.[Cl-].[NH4+]>C1COCC1>[F:43][C:38]1[CH:37]=[C:36]([C:49]2[CH:50]=[CH:51][C:46]([O:45][CH3:44])=[CH:47][CH:48]=2)[CH:41]=[CH:40][C:39]=1[F:42] |f:1.2,5.6|. Procedure details: A THF solution of ethylmagnesium bromide (0.55 mL, 1.08 M, 0.60 mmol) was added to CoF2.4H2O (17.0 mg, 0.10 mmol) and 1,3-bis(2,6-diisopropylphenyl)imidazolinium chloride (85.4 mg, 0.20 mmol) at 0° C. under argon atmosphere. The following process was also performed under argon atmosphere. After stirring for four hours at room temperature, 4-chloro-1,2-difluorobenzene (297.0 mg, 2.0 mmol) and a THF solution of p-methoxyphenylmagnesium bromide (3.40 mL, 0.88 M, 3.0 mmol) was added to the mixture. ...